This data is from the Open Reaction Database (ORD), a public repository of structured organic reaction records. The task is: describe an organic reaction: reactants, conditions, products, and yield The reactants are CS(=O)C (dimethyl sulfoxide), N[C@@]1([C@@H]2[C@]([C@@H]2C[C@H]1OCC1=CC(=C(C=C1)Cl)Cl)(C(=O)N)F)C#N ((1R,2S,3R,5R,6R)-2-amino-2-cyano-3-[(3,4-dichloro benzyl)oxy]-6-fluoro bicyclo[3.1.0]hexane-6-carboxamide), C([O-])([O-])=O.[K+].[K+] (potassium carbonate), OO (hydrogen peroxide). The solvent is O (water), O (water). Conditions: time 30 minute. The product is N[C@@]1([C@@H]2[C@]([C@@H]2C[C@H]1OCC1=CC(=C(C=C1)Cl)Cl)(C(=O)N)F)C(=O)N ((1R, 2R,3R,5R,6R)-2-amino-3-[(3,4-dichloro benzyl)oxy]-6-fluoro bicyclo[3.1.0]hexane-2,6-dicarboxamide). Yield: 324.1%. Reaction SMILES: CS(C)=O.[NH2:5][C@@:6]1([C:26]#[N:27])[C@H:11]([O:12][CH2:13][C:14]2[CH:19]=[CH:18][C:17]([Cl:20])=[C:16]([Cl:21])[CH:15]=2)[CH2:10][C@@H:9]2[C@H:7]1[C@@:8]2([F:25])[C:22]([NH2:24])=[O:23].C(=O)([O-])[O-:29].[K+].[K+].OO>O>[NH2:5][C@@:6]1([C:26]([NH2:27])=[O:29])[C@H:11]([O:12][CH2:13][C:14]2[CH:19]=[CH:18][C:17]([Cl:20])=[C:16]([Cl:21])[CH:15]=2)[CH2:10][C@@H:9]2[C@H:7]1[C@@:8]2([F:25])[C:22]([NH2:24])=[O:23] |f:2.3.4|. Procedure details: To a dimethyl sulfoxide (1.2 mL) solution containing 303.0 mg of (1R,2S,3R,5R,6R)-2-amino-2-cyano-3-[(3,4-dichloro benzyl)oxy]-6-fluoro bicyclo[3.1.0]hexane-6-carboxamide (6a), 35.5 mg of potassium carbonate was added under cooling in water bath (13° C. approximately). Subsequently, 0.2 mL of 30 wt % hydrogen peroxide was added thereto and stirred for 30 min. After stirring for 67.5 hrs at room temperature, 3 mL of water was added to the reaction solution and the precipitated solids were filtere... Reactants: C(CCC)[SnH](CCCC)CCCC (Tri-n-butyltin hydride), N(=NC(C#N)(C)C)C(C#N)(C)C (azobisisobutyronitrile), C(C1=CC=CC=C1)OC1=CC=C2C(C(=C(OC2=C1C(C(F)(F)F)OC(=S)N1C=NC=C1)C1CCN(CC1)C(=O)OCC1=CC=CC=C1)C)=O (Benzyl 4-[7-(benzyloxy)-3-methyl-4-oxo-8-{2,2,2-trifluoro-1-[(1H-imidazol-1-ylcarbonothioyl)oxy]ethyl}-4H-chromen-2-yl]piperidine-1-carboxylate). Solvent: O1CCCC1 (tetrahydrofuran). The product is C(C1=CC=CC=C1)OC1=CC=C2C(C(=C(OC2=C1CC(F)(F)F)C1CCN(CC1)C(=O)OCC1=CC=CC=C1)C)=O (Benzyl 4-[7-(benzyloxy)-3-methyl-4-oxo-8-(2,2,2-trifluoroethyl)-4H-chromen-2-yl]piperidine-1-carboxylate). Yield: 92.8%. Reaction SMILES: C([SnH](CCCC)CCCC)CCC.N(C(C)(C)C#N)=NC(C)(C)C#N.[CH2:26]([O:33][C:34]1[C:43]([CH:44](OC(N2C=CN=C2)=S)[C:45]([F:48])([F:47])[F:46])=[C:42]2[C:37]([C:38](=[O:74])[C:39]([CH3:73])=[C:40]([CH:57]3[CH2:62][CH2:61][N:60]([C:63]([O:65][CH2:66][C:67]4[CH:72]=[CH:71][CH:70]=[CH:69][CH:68]=4)=[O:64])[CH2:59][CH2:58]3)[O:41]2)=[CH:36][CH:35]=1)[C:27]1[CH:32]=[CH:31][CH:30]=[CH:29][CH:28]=1>O1CCCC1>[CH2:26]([O:33][C:34]1[C:43]([CH2:44][C:45]([F:46])([F:47])[F:48])=[C:42]2[C:37]([C:38](=[O:74])[C:39]([CH3:73])=[C:40]([CH:57]3[CH2:62][CH2:61][N:60]([C:63]([O:65][CH2:66][C:67]4[CH:72]=[CH:71][CH:70]=[CH:69][CH:68]=4)=[O:64])[CH2:59][CH2:58]3)[O:41]2)=[CH:36][CH:35]=1)[C:27]1[CH:28]=[CH:29][CH:30]=[CH:31][CH:32]=1. Reported procedure: Tri-n-butyltin hydride (104 μL, 0.39 mmol) and a catalytic amount of azobisisobutyronitrile were added to a solution of benzyl 4-[7-(benzyloxy)-3-methyl-4-oxo-8-{2,2,2-trifluoro-1-[(1H-imidazol-1-ylcarbonothioyl)oxy]ethyl}-4H-chromen-2-yl]piperidine-1-carboxylate (135 mg, 0.20 mmol) obtained in Example 36-3 in tetrahydrofuran (1.5 mL), and the mixture was heated to reflux for 1 hour. The reaction solution was concentrated under reduced pressure. The obtained residue was purified by silica gel co...